describe an organic reaction: reactants, conditions, products, and yield From a dataset of the Open Reaction Database (ORD), a public repository of structured organic reaction records. The reactants are C1CCOC1, CC(C)C[Al+]CC(C)C, Cc1ccccc1, CCOC(C)=O, CC(C)O, [H-], N#CC1(c2ccc3ncccc3c2)CC1. RXN SMILES: [CH2:11]1[CH2:14][CH2:13][CH2:12][O:15]1.[CH2:2]([Al+:3][CH2:4][CH:5]([CH3:6])[CH3:7])[CH:8]([CH3:9])[CH3:10].[CH3:35][c:36]1[cH:37][cH:38][cH:39][cH:40][cH:41]1.[CH3:42][CH2:43][O:44][C:45](=[O:46])[CH3:47].[CH:31]([OH:32])([CH3:33])[CH3:34].[H-:1].[n:16]1[cH:17][cH:18][cH:19][c:20]2[cH:21][c:22]([C:26]3([C:29]#[N:30])[CH2:27][CH2:28]3)[cH:23][cH:24][c:25]12>>[O:15]=[CH:29][C:26]1([c:22]2[cH:21][c:20]3[cH:19][cH:18][cH:17][n:16][c:25]3[cH:24][cH:23]2)[CH2:27][CH2:28]1. Product: O=CC1(c2ccc3ncccc3c2)CC1. Starting materials: O=C([O-])[O-], ClCC1CO1, [Cs+], [Cs+], CC(=O)N1CCc2[nH]nc(-c3ccc(I)cc3)c2C1, CN(C)C=O. The product is CC(=O)N1CCc2c(c(-c3ccc(I)cc3)nn2CC2CO2)C1. Reaction SMILES: [C:1](=[O:2])([O-:3])[O-:4].[Cl:26][CH2:27][CH:28]1[CH2:29][O:30]1.[Cs+:5].[Cs+:6].[I:7][c:8]1[cH:9][cH:10][c:11](-[c:14]2[n:15][nH:16][c:17]3[c:18]2[CH2:19][N:20]([C:23]([CH3:24])=[O:25])[CH2:21][CH2:22]3)[cH:12][cH:13]1.[O:31]=[CH:32][N:33]([CH3:34])[CH3:35]>>[I:7][c:8]1[cH:9][cH:10][c:11](-[c:14]2[n:15][n:16]([CH2:27][CH:28]3[CH2:29][O:30]3)[c:17]3[c:18]2[CH2:19][N:20]([C:23]([CH3:24])=[O:25])[CH2:21][CH2:22]3)[cH:12][cH:13]1. The reactants are C=CCC(C(=O)OCC)C(=O)OCC, COCCBr, CCO, [Na], O. The product is C=CCC(CCOC)(C(=O)OCC)C(=O)OCC. Reaction SMILES: [CH2:2]([CH:3]=[CH2:4])[CH:5]([C:6](=[O:7])[O:8][CH2:9][CH3:10])[C:11](=[O:12])[O:13][CH2:14][CH3:15].[CH3:16][O:17][CH2:18][CH2:19][Br:20].[CH3:21][CH2:22][OH:23].[Na:1].[OH2:24]>>[CH2:2]([CH:3]=[CH2:4])[C:5]([C:6](=[O:7])[O:8][CH2:9][CH3:10])([C:11](=[O:12])[O:13][CH2:14][CH3:15])[CH2:19][CH2:18][O:17][CH3:16]. Reactants: [Cl-].C(CCC)[P+](C1=CC=CC=C1)(C1=CC=CC=C1)C1=CC=CC=C1 (butyltriphenylphosphonium chloride), C(C)(=O)[O-].C(C)[P+](C1=CC=CC=C1)(C1=CC=CC=C1)C1=CC=CC=C1 (ethyltriphenylphosphonium acetate), [Br-].C(C)N(CC)[P+](N(CC)CC)(N(CC)CC)N(CC)CC (tetrakisdiethylaminophosphonium bromide). Reagents/catalysts: [Br-].C(CCC)[P+](C1=CC=CC=C1)(C1=CC=CC=C1)C1=CC=CC=C1 (butyltriphenylphosphonium bromide), [Br-].C1(=CC=CC=C1)[P+](C1=CC=CC=C1)(C1=CC=CC=C1)C1=CC=CC=C1 (tetraphenylphosphonium bromide), [Cl-].C(C1=CC=CC=C1)[P+](C1=CC=CC=C1)(C1=CC=CC=C1)C1=CC=CC=C1 (benzyltriphenylphosphonium chloride), [Br-].C[P+](C1=CC=CC=C1)(C1=CC=CC=C1)C1=CC=CC=C1 (methyltriphenylphosphonium bromide), [Br-].C(CCC)[P+](CCCC)(CCCC)CCCC (tetrabutylphosphonium bromide), [I-].C(C)[P+](C1=CC=CC=C1)(C1=CC=CC=C1)C1=CC=CC=C1 (ethyltriphenylphosphonium iodide), [Br-].C(C)[P+](C1=CC=CC=C1)(C1=CC=CC=C1)C1=CC=CC=C1 (ethyltriphenylphosphonium bromide). Product: [Br-].C(C1=CC=CC=C1)[P+](C1=CC=CC=C1)(C1=CC=CC=C1)C1=CC=CC=C1 (Benzyltriphenylphosphonium bromide). RXN SMILES: [Cl-].[CH2:2]([P+:6]([C:19]1[CH:24]=[CH:23][CH:22]=[CH:21][CH:20]=1)([C:13]1[CH:18]=[CH:17][CH:16]=[CH:15][CH:14]=1)[C:7]1[CH:12]=[CH:11][CH:10]=[CH:9][CH:8]=1)[CH2:3][CH2:4][CH3:5].C([O-])(=O)C.C([P+](C1C=CC=CC=1)(C1C=CC=CC=1)[C:32]1[CH:37]=CC=C[CH:33]=1)C.[Br-:50].C(N([P+](N(CC)CC)(N(CC)CC)N(CC)CC)CC)C>[Cl-].C([P+](C1C=CC=CC=1)(C1C=CC=CC=1)C1C=CC=CC=1)C1C=CC=CC=1.[Br-].C([P+](C1C=CC=CC=1)(C1C=CC=CC=1)C1C=CC=CC=1)CCC.[Br-].C([P+](C1C=CC=CC=1)(C1C=CC=CC=1)C1C=CC=CC=1)C.[I-].C([P+](C1C=CC=CC=1)(C1C=CC=CC=1)C1C=CC=CC=1)C.[Br-].C[P+](C1C=CC=CC=1)(C1C=CC=CC=1)C1C=CC=CC=1.[Br-].C([P+](CCCC)(CCCC)CCCC)CCC.[Br-].C1([P+](C2C=CC=CC=2)(C2C=CC=CC=2)C2C=CC=CC=2)C=CC=CC=1>[Br-:50].[CH2:2]([P+:6]([C:19]1[CH:24]=[CH:23][CH:22]=[CH:21][CH:20]=1)([C:7]1[CH:12]=[CH:11][CH:10]=[CH:9][CH:8]=1)[C:13]1[CH:14]=[CH:15][CH:16]=[CH:17][CH:18]=1)[C:3]1[CH:37]=[CH:32][CH:33]=[CH:5][CH:4]=1 |f:0.1,2.3,4.5,6.7,8.9,10.11,12.13,14.15,16.17,18.19,20.21|. Reported procedure: benzyltriphenylphosphonium chloride; butyltriphenylphosphonium bromide; butyltriphenylphosphonium chloride; ethyltriphenylphosphonium acetate; ethyltriphenylphosphonium bromide; ethyltriphenylphosphonium iodide; methyltriphenylphosphonium bromide; tetrabutylphosphonium bromide; tetraphenylphosphonium bromide; tetrakisdiethylaminophosphonium bromide; Starting materials: ClCCCN(C(OC1=CC=CC=C1)=O)CC(F)(F)F (phenyl N-(3-chloropropyl)-N-(2,2,2-trifluoroethyl)carbamate), NN.O (NH2NH2.H2O). Run in C(C)O (ethanol). Conditions: temperature 90 celsius, time 5 hour. Product: NN1C(N(CCC1)CC(F)(F)F)=O (1-amino-3-(2,2,2-trifluoroethyl)-1,3-diazinan-2-one). As a reaction SMILES: Cl[CH2:2][CH2:3][CH2:4][N:5]([CH2:15][C:16]([F:19])([F:18])[F:17])[C:6](=O)[O:7]C1C=CC=CC=1.[NH2:20][NH2:21].O>C(O)C>[NH2:20][N:21]1[CH2:2][CH2:3][CH2:4][N:5]([CH2:15][C:16]([F:19])([F:18])[F:17])[C:6]1=[O:7] |f:1.2|. Reported procedure: Into a 100-mL round-bottom flask, was placed phenyl N-(3-chloropropyl)-N-(2,2,2-trifluoroethyl)carbamate (1.4 g, 4.73 mmol, 1.00 equiv), NH2NH2.H2O (6 mL), ethanol (40 mL). The resulting solution was stirred for 5 h at 90° C. in an oil bath. The resulting mixture was concentrated under vacuum. The resulting solution was diluted with 50 mL of H2O. The resulting solution was extracted with 3×30 mL of ethyl acetate and the organic layers combined. The resulting mixture was washed with 2×30 mL of br...